From a dataset of the Open Reaction Database (ORD), a public repository of structured organic reaction records. describe an organic reaction: reactants, conditions, products, and yield Solvent: C(C)(=O)OCC (ethyl acetate), O (H2O), O (water). Run at temperature 65 celsius, time 2 hour. The reactants are C1(CC12CCCCC2)C(=O)O (Spiro[2.5]octane-1-carboxylic acid), CCCCCCC (heptane), C(=O)(N1C=NC=C1)N1C=NC=C1 (1,1′-carbonyldiimidazole), Cl.NCC(=O)N (2-aminoacetamide hydrochloride). Procedure details: The product from Example 1B (420 g, 2.72 mol) and 1,1′-carbonyldiimidazole (530 g, 3.27 mol) were combined in ethyl acetate (8.9 Kg) at ambient temperature and stirred for 2 hours. The mixture was treated with water (50 mL) and 2-aminoacetamide hydrochloride (368 g, 3.27 mol, purchased from Aldrich), heated at 65° C. for 10 hours, allowed to cool to room temperature, diluted with H2O (4.9 Kg) and heptane (1.35 Kg), and cooled to 10° C. resulting in formation of a solid. The solid was collected b... Reaction SMILES: [CH:1]1([C:9]([OH:11])=O)[C:3]2([CH2:8][CH2:7][CH2:6][CH2:5][CH2:4]2)[CH2:2]1.C(N1C=CN=C1)(N1C=CN=C1)=O.Cl.[NH2:25][CH2:26][C:27]([NH2:29])=[O:28].CCCCCCC>C(OCC)(=O)C.O>[NH2:29][C:27](=[O:28])[CH2:26][NH:25][C:9]([CH:1]1[C:3]2([CH2:4][CH2:5][CH2:6][CH2:7][CH2:8]2)[CH2:2]1)=[O:11] |f:2.3|. Product: NC(CNC(=O)C1CC12CCCCC2)=O (N-(2-amino-2-oxoethyl)spiro[2.5]octane-1-carboxamide). Reactants: ClCC1=CC2=C(OC3=C2C=CC=C3)C=C1 (2-(chloromethyl)dibenzo[b,d]furan), C(C)C1=NC(=CC2=CC(=C(C=C12)OC)OC)O (1-ethyl-6,7-dimethoxyisoquinolin-3-ol), C(C)C1=NC(=CC2=CC(=C(C=C12)OC)OC)O (1-Ethyl-6,7-dimethoxyisoquinolin-3-ol), [OH-].[K+] (KOH), 34116-2. Run in C(Cl)Cl (CH2Cl2), C1(=CC=CC=C1)C (toluene). Conditions: temperature 150 celsius, time 1.5 hour. The product is C1=C(C=CC=2OC3=C(C21)C=CC=C3)CC3=C(N=C(C2=CC(=C(C=C32)OC)OC)CC)O (4-(dibenzo[b,d]furan-2-ylmethyl)-1-ethyl-6,7-dimethoxyisoquinolin-3-ol). Isolated yield 11.0%. Reaction SMILES: [CH2:1]([C:3]1[C:12]2[C:7](=[CH:8][C:9]([O:15][CH3:16])=[C:10]([O:13][CH3:14])[CH:11]=2)[CH:6]=[C:5]([OH:17])[N:4]=1)[CH3:2].[OH-].[K+].Cl[CH2:21][C:22]1[CH:34]=[CH:33][C:25]2[O:26][C:27]3[CH:32]=[CH:31][CH:30]=[CH:29][C:28]=3[C:24]=2[CH:23]=1>C1(C)C=CC=CC=1.C(Cl)Cl>[CH:23]1[C:24]2[C:28]3[CH:29]=[CH:30][CH:31]=[CH:32][C:27]=3[O:26][C:25]=2[CH:33]=[CH:34][C:22]=1[CH2:21][C:6]1[C:7]2[C:12](=[CH:11][C:10]([O:13][CH3:14])=[C:9]([O:15][CH3:16])[CH:8]=2)[C:3]([CH2:1][CH3:2])=[N:4][C:5]=1[OH:17] |f:1.2|. Reported procedure: To a solution of 1-ethyl-6,7-dimethoxyisoquinolin-3-ol SLA 28136 (50 mg, 214 μmol) in toluene (10 mL) in a 20 mL microwave vial equipped with a magnetic stirrer was added a 2 N aq. KOH solution (0.11 mL, 0.22 mmol) at RT followed by 2-(chloromethyl)dibenzo[b,d]furan CCH 34116-2 (47 mg, 217 μmol) and the mixture was stirred at 150° C. for 1.5 h under microwave irradiation. After cooling to RT, the mixture was diluted with a mixture CH2Cl2:MeOH=9:1 (50 mL), washed with brine (10 mL), dried over Na... Reactants: C(C1=CC=CC=C1)(=O)O[C@@H]1C[C@@H]2CC[C@H]3[C@@H]4CC[C@H]([C@@H](CC[C@@H](C(C)C)C)C)[C@]4(CC[C@@H]3[C@]2(CC1)C)C (3β-benzoyloxy-5a-ergostane), N1=CC=CC=C1 (pyridine), O=[O+][O-] (ozone). Run in C(Cl)Cl (CH2Cl2). Reaction conditions: time 20 minute. Yields the product CC([C@H]1CC[C@H]2[C@@H]3CC[C@H]4CCCC[C@]4(C)[C@H]3CC[C@]12C)C=O (5α-pregnane-20-carboxaldehyde). Yield: 59.0%. RXN SMILES: C(O[C@H:10]1[CH2:35][CH2:34][C@@:33]2([CH3:36])[C@@H:12]([CH2:13][CH2:14][C@@H:15]3[C@@H:32]2[CH2:31][CH2:30][C@@:29]2([CH3:37])[C@H:16]3[CH2:17][CH2:18][C@@H:19]2[C@H](C)CC[C@H](C)C(C)C)[CH2:11]1)(=O)C1C=CC=CC=1.[O:38]=[O+][O-].N1C=C[CH:44]=[CH:43][CH:42]=1>C(Cl)Cl>[CH3:42][CH:43]([CH:44]=[O:38])[C@@H:19]1[C@:29]2([CH3:37])[C@H:16]([C@H:15]3[C@H:32]([CH2:31][CH2:30]2)[C@:33]2([CH3:36])[C@H:12]([CH2:11][CH2:10][CH2:35][CH2:34]2)[CH2:13][CH2:14]3)[CH2:17][CH2:18]1. Procedure: A solution of pyridazino 3',4',5',6':7,8,14,15!-3β-benzoyloxy-5α-ergostane (34, 3.2 g, 6.08 mmol) in CH2Cl2 (105 mL) and pyridine (1 mL) was cooled to -78° C. in a dry ice-acetone bath and ozone gas (approximately 0.95 mmol O3/ min) was bubbled through the solution for 25 min. Then the excess O3 was removed by bubbling through argon gas. The reaction mixture was treated with methyl sulfide (3 mL) and stirred at ambient temperature for 20 min. The solvent was evaporated under reduced pressure, le... The reactants are N[C@@H]1[C@@H](CN(CC1)C=1C=C(C(=O)OC)C=CC1)OCCC (Methyl cis(±)-3-(4-amino-3-propoxypiperidin-1-yl)benzoate), CCN=C=NCCCN(C)C.Cl (WSC hydrochloride), C=1C=CC2=C(C1)N=NN2O (HOBt), ClC=1N=C(NC1CC)C(=O)O (4-chloro-5-ethyl-1H-imidazole-2-carboxylic acid), ClC=1N=C(NC1CC)C(=O)O (4-Chloro-5-ethyl-1H-imidazole-2-carboxylic acid). The product is ClC=1N=C(NC1CC)C(=O)N[C@@H]1[C@@H](CN(CC1)C=1C=C(C(=O)OC)C=CC1)OCCC (Methyl cis(±)-3-(4-{[(4-chloro-5-ethyl-1H-imidazol-2-yl)carbonyl]amino}-3-propoxypiperidin-1-yl)benzoate). Reaction SMILES: [NH2:1][C@H:2]1[CH2:7][CH2:6][N:5]([C:8]2[CH:9]=[C:10]([CH:15]=[CH:16][CH:17]=2)[C:11]([O:13][CH3:14])=[O:12])[CH2:4][C@H:3]1[O:18][CH2:19][CH2:20][CH3:21].[Cl:22][C:23]1[N:24]=[C:25]([C:30](O)=[O:31])[NH:26][C:27]=1[CH2:28][CH3:29].CCN=C=NCCCN(C)C.Cl.C1C=CC2N(O)N=NC=2C=1>>[Cl:22][C:23]1[N:24]=[C:25]([C:30]([NH:1][C@H:2]2[CH2:7][CH2:6][N:5]([C:8]3[CH:9]=[C:10]([CH:15]=[CH:16][CH:17]=3)[C:11]([O:13][CH3:14])=[O:12])[CH2:4][C@H:3]2[O:18][CH2:19][CH2:20][CH3:21])=[O:31])[NH:26][C:27]=1[CH2:28][CH3:29] |f:2.3|. Reported procedure: The same operation as in Example (1g) was performed using methyl cis(±)-3-(4-amino-3-propoxypiperidin-1-yl)benzoate obtained in Example (178b) (42.4 mg, 0.14 mmol), 4-chloro-5-ethyl-1H-imidazole-2-carboxylic acid obtained by the method described in Example (1d) (24.1 mg, 0.14 mmol), WSC hydrochloride (79.4 mg, 0.41 mmol) and HOBt (18.7 mg, 0.14 mmol), to obtain 35.5 mg of the title compound as a yellow oily substance (67%). The reactants are C1=C(C=CC2=CC=CC=C12)OCC1OC1 (2-((2-naphthyloxy)methyl)oxirane), COC1=C(C=CC=C1)N1CCNCC1 (4-(2-methoxyphenyl)piperazine). Solvent: C(C)O (ethanol). The product is COC1=C(C=CC=C1)N1CCN(CC1)CC(COC1=CC2=CC=CC=C2C=C1)O (1-(4-(2-methoxyphenyl)piperazinyl)-3-(2-naphthyloxyl)propan-2-ol). Yield: 99.9%. As a reaction SMILES: [CH:1]1[C:10]2[C:5](=[CH:6][CH:7]=[CH:8][CH:9]=2)[CH:4]=[CH:3][C:2]=1[O:11][CH2:12][CH:13]1[CH2:15][O:14]1.[CH3:16][O:17][C:18]1[CH:23]=[CH:22][CH:21]=[CH:20][C:19]=1[N:24]1[CH2:29][CH2:28][NH:27][CH2:26][CH2:25]1>C(O)C>[CH3:16][O:17][C:18]1[CH:23]=[CH:22][CH:21]=[CH:20][C:19]=1[N:24]1[CH2:29][CH2:28][N:27]([CH2:15][CH:13]([OH:14])[CH2:12][O:11][C:2]2[CH:3]=[CH:4][C:5]3[C:10](=[CH:9][CH:8]=[CH:7][CH:6]=3)[CH:1]=2)[CH2:26][CH2:25]1. Procedure: To a solution of 2-((2-naphthyloxy)methyl)oxirane (75 mg, 0.38 mmol) in ethanol (0.75 mL) was added 4-(2-methoxyphenyl)piperazine (79 uL, 0.45 mmol) at room temperature. The mixture was stirred under reflux for 1 hr. The reaction mixture was concentrated under reduced pressure. The crude product was purified by silica gel column chromatography to give HUHS1005 (149 mg, 100%).